This data is from the Open Reaction Database (ORD), a public repository of structured organic reaction records. The task is: describe an organic reaction: reactants, conditions, products, and yield Starting materials: BrCC(=C(CBr)CBr)CBr (tetrakis (bromomethyl)ethylene), CC=1C=CC(=CC1)S(=O)(=O)N (p-toluene sulfonamide), C([O-])([O-])=O.[K+].[K+] (potassium carbonate). Run in CN(C=O)C (dimethylformamide). Conditions: time 20 hour. The product is C1(=CC=C(C=C1)S(=O)(=O)N1CC(=C(C1)CBr)CBr)C (N-(p-toluenesulfonyl)-3,4-bis(bromomethyl) -3-pyrroline). The yield is 61.7%. As a reaction SMILES: [Br:1][CH2:2][C:3]([CH2:9]Br)=[C:4]([CH2:7][Br:8])[CH2:5]Br.[CH3:11][C:12]1[CH:13]=[CH:14][C:15]([S:18]([NH2:21])(=[O:20])=[O:19])=[CH:16][CH:17]=1.C(=O)([O-])[O-].[K+].[K+]>CN(C)C=O>[C:12]1([CH3:11])[CH:13]=[CH:14][C:15]([S:18]([N:21]2[CH2:9][C:3]([CH2:2][Br:1])=[C:4]([CH2:7][Br:8])[CH2:5]2)(=[O:19])=[O:20])=[CH:16][CH:17]=1 |f:2.3.4|. Procedure details: 19 g of tetrakis (bromomethyl)ethylene and 9 g of p-toluene sulfonamide were dissolved in 220 ml of dimethylformamide. 30 g of anhydrous potassium carbonate was added and then stirred at room temperature for 20 hours. Thereafter solvent was removed by vacuum distillation. 50 ml of ethylacetate was added to obtain solid product, and solid product was purified by silica gel column chromatography. 12 g of the title compound was obtained (yield 60%). Reactants: C(C)S(=O)(=O)C1=CC=C(CNC(=O)C=2C=C3C(=NC2)[C@@H](NC3)C(C)C)C=C1 ((S)-N-(4-(ethylsulfonyl)benzyl)-7-isopropyl-6,7-dihydro-5H-pyrrolo[3,4-b]pyridine-3-carboxamide), C(C)S(=O)(=O)C=1C=CC(=NC1)CNC(=O)C=1C=C2C(=NC1)[C@@H](N(C2)C(=O)OC(C)(C)C)C(C)C (tert-butyl(S)-3-(((5-(ethylsulfonyl)pyridin-2-yl)methyl)carbamoyl)-7-isopropyl-5,7-dihydro-6H-pyrrolo[3,4-b]pyridine-6-carboxylate). Conditions: time 1 minute. The product is C(C)S(=O)(=O)C=1C=CC(=NC1)CNC(=O)C=1C=C2C(=NC1)[C@@H](NC2)C(C)C ((S)-N-((5-(ethylsulfonyl)pyridin-2-yl)methyl)-7-isopropyl-6,7-dihydro-5H-pyrrolo[3,4-b]pyridine-3-carboxamide). As a reaction SMILES: C(S(C1C=CC(CNC(C2C=C3CN[C@@H](C(C)C)C3=NC=2)=O)=CC=1)(=O)=O)C.[CH2:28]([S:30]([C:33]1[CH:34]=[CH:35][C:36]([CH2:39][NH:40][C:41]([C:43]2[CH:44]=[C:45]3[CH2:51][N:50](C(OC(C)(C)C)=O)[C@@H:49]([CH:59]([CH3:61])[CH3:60])[C:46]3=[N:47][CH:48]=2)=[O:42])=[N:37][CH:38]=1)(=[O:32])=[O:31])[CH3:29]>>[CH2:28]([S:30]([C:33]1[CH:34]=[CH:35][C:36]([CH2:39][NH:40][C:41]([C:43]2[CH:44]=[C:45]3[CH2:51][NH:50][C@@H:49]([CH:59]([CH3:60])[CH3:61])[C:46]3=[N:47][CH:48]=2)=[O:42])=[N:37][CH:38]=1)(=[O:31])=[O:32])[CH3:29]. Procedure: Procedure same as that for (S)-N-(4-(ethylsulfonyl)benzyl)-7-isopropyl-6,7-dihydro-5H-pyrrolo[3,4-b]pyridine-3-carboxamide, using tert-butyl(S)-3-(((5-(ethylsulfonyl)pyridin-2-yl)methyl)carbamoyl)-7-isopropyl-5,7-dihydro-6H-pyrrolo[3,4-b]pyridine-6-carboxylate as a starting material. LC-MS tR=0.48 min in 1 min chromatography, MS (ESI) m/z 389.3 [M+H]+. 1H NMR (CDCl3, 400 MHz): δ 9.06 (dd, J=0.8 Hz, 2.0 Hz, 1H), 8.93 (t, J=0.8 Hz, 1H), 8.19 (dd, J=2.0 Hz, 8.4 Hz, 1H), 8.01 (t, J=0.8 Hz, 1H), 7.56...